Dataset: the Open Reaction Database (ORD), a public repository of structured organic reaction records. Task: describe an organic reaction: reactants, conditions, products, and yield The reactants are C(C)(C)(C)OC(=O)N1CC(CC1)OC=1C=C(C(=O)O)C=CC1 (3-(1-tert-butoxycarbonylpyrrolidin-3-yloxy)benzoic acid), NC=1C=C(C=CC1C)NC(=O)C1=CC(=NC=C1)N1CCOCC1 (N-(3-amino4-methylphenyl)-2-morpholinopyridine4-carboxamide). Yields the product C(C)(C)(C)OC(=O)N1CC(CC1)OC=1C=C(C(=O)NC=2C=C(C=CC2C)NC(=O)C2=CC(=NC=C2)N2CCOCC2)C=CC1 (N-{3-[3-(1-tert-butoxycarbonylpyrrolidin-3-yloxy)benzamido]-4-methylphenyl}-2-morpholinopyridine-4-carboxamide). As a reaction SMILES: [C:1]([O:5][C:6]([N:8]1[CH2:12][CH2:11][CH:10]([O:13][C:14]2[CH:15]=[C:16]([CH:20]=[CH:21][CH:22]=2)[C:17]([OH:19])=O)[CH2:9]1)=[O:7])([CH3:4])([CH3:3])[CH3:2].[NH2:23][C:24]1[CH:25]=[C:26]([NH:31][C:32]([C:34]2[CH:39]=[CH:38][N:37]=[C:36]([N:40]3[CH2:45][CH2:44][O:43][CH2:42][CH2:41]3)[CH:35]=2)=[O:33])[CH:27]=[CH:28][C:29]=1[CH3:30]>>[C:1]([O:5][C:6]([N:8]1[CH2:12][CH2:11][CH:10]([O:13][C:14]2[CH:15]=[C:16]([CH:20]=[CH:21][CH:22]=2)[C:17]([NH:23][C:24]2[CH:25]=[C:26]([NH:31][C:32]([C:34]3[CH:39]=[CH:38][N:37]=[C:36]([N:40]4[CH2:41][CH2:42][O:43][CH2:44][CH2:45]4)[CH:35]=3)=[O:33])[CH:27]=[CH:28][C:29]=2[CH3:30])=[O:19])[CH2:9]1)=[O:7])([CH3:2])([CH3:3])[CH3:4]. Procedure details: Using an analogous procedure to that described in the first paragraph of Example 26, 3-(1-tert-butoxycarbonylpyrrolidin-3-yloxy)benzoic acid was reacted with N-(3-amino4-methylphenyl)-2-morpholinopyridine4-carboxamide to give N-{3-[3-(1-tert-butoxycarbonylpyrrolidin-3-yloxy)benzamido]-4-methylphenyl}-2-morpholinopyridine-4-carboxamide; NMR Spectrum: (DMSOd6) 1.42 (s, 9H), 2.15 (s, 2H), 2.22 (s, 3H), 3.44 (m, 3H), 3.55 (t, 4H), 3.6 (m, 1H), 3.77 (t, 4H), 5.18 (m, 1H), 7.13 (d, 1H), 7.21 (m, 1H), ... Procedure: A solution of 9.4 ml (83.4 mmol) 2,3-dihydrobenzofuran in 250 ml methylene dichloride was cooled under nitrogen to 0° to -5° C. and 18 ml (167 mmole) titanium tetrachloride was added dropwise at 0° C. The resulting brown mixture was stirred 10 minutes and 8.3 ml (91.6 mmole) 1,1-dichloromethylmethyl ether was then added dropwise at 0° C. During this addition the reaction mixture became dark red in color. The mixture was allowed to warm to room temperature, stirred for 2 hours and poured slowly i... Conditions: time 10 minute. Yields the product C(=O)C=1C=CC2=C(CCO2)C1 (5-Formyl-2,3-dihydrobenzofuran). As a reaction SMILES: [O:1]1[C:5]2[CH:6]=[CH:7][CH:8]=[CH:9][C:4]=2[CH2:3][CH2:2]1.ClC[CH:12]([O:15]C(CCl)CCl)CCl.C(=O)(O)[O-].[Na+]>C(Cl)Cl.[Ti](Cl)(Cl)(Cl)Cl>[CH:12]([C:8]1[CH:7]=[CH:6][C:5]2[O:1][CH2:2][CH2:3][C:4]=2[CH:9]=1)=[O:15] |f:2.3|. The reagents and catalysts are [Ti](Cl)(Cl)(Cl)Cl (titanium tetrachloride). The solvent is C(Cl)Cl (methylene dichloride). The reactants are ClCC(CCl)OC(CCl)CCl (1,1-dichloromethylmethyl ether), O1CCC2=C1C=CC=C2 (2,3-dihydrobenzofuran), C([O-])(O)=O.[Na+] (sodium bicarbonate). Reactants: O=C(O)Nc1ccc(Br)cn1, NC(=O)c1c(F)cccc1Cl. Product: O=C(NC(=O)c1c(F)cccc1Cl)Nc1ccc(Br)cn1. Reaction SMILES: [Br:12][c:13]1[cH:14][cH:15][c:16]([NH:19][C:20](=[O:21])[OH:22])[n:17][cH:18]1.[Cl:1][c:2]1[c:3]([C:4](=[O:5])[NH2:6])[c:7]([F:11])[cH:8][cH:9][cH:10]1>>[Cl:1][c:2]1[c:3]([C:4](=[O:5])[NH:6][C:20]([NH:19][c:16]2[cH:15][cH:14][c:13]([Br:12])[cH:18][n:17]2)=[O:21])[c:7]([F:11])[cH:8][cH:9][cH:10]1. Reactants: CC1C(C2=C(C(=C(C=C2C1)OC)Cl)Cl)=O (2-methyl-5-methoxy-6,7-dichloro-1-indanone), [H-].[Na+] (sodium hydride), C(C#C)Br (propargyl bromide). Solvent: COCCOC (1,2-dimethoxyethane). The product is CC1(C(C2=C(C(=C(C=C2C1)OC)Cl)Cl)=O)CC#C (2-Methyl-2-propargyl-5-methoxy-6,7-dichloro-1-indanone). As a reaction SMILES: [CH3:1][CH:2]1[CH2:10][C:9]2[C:4](=[C:5]([Cl:14])[C:6]([Cl:13])=[C:7]([O:11][CH3:12])[CH:8]=2)[C:3]1=[O:15].[H-].[Na+].[CH2:18](Br)[C:19]#[CH:20]>COCCOC>[CH3:1][C:2]1([CH2:20][C:19]#[CH:18])[CH2:10][C:9]2[C:4](=[C:5]([Cl:14])[C:6]([Cl:13])=[C:7]([O:11][CH3:12])[CH:8]=2)[C:3]1=[O:15] |f:1.2|. Procedure: 2-Methyl-2-propargyl-5-methoxy-6,7-dichloro-1-indanone is prepared by following substantially the same procedure described in Example 4, Step B, using the following reagents: 2-methyl-5-methoxy-6,7-dichloro-1-indanone (14.7 g., 0.06 mole), sodium hydride (1.72 g., 0.072 mole), 1,2-dimethoxyethane (500 ml.) and propargyl bromide (8 ml.). The above procedure gives 16.5 g. (97%) of 2-methyl-2-propargyl-5-methoxy-6,7-dichloro-1-indanone which after recrystallization from methyl cyclohexane melts at ... Reactants: NC1[C@@H]2N(C(=C(CS2)Cl)C(=O)O)C1=O (7-amino-3-chloro-3-cephem-4-carboxylic acid), [K].C(=O)(O)C(C1=CC=CC=C1)N\C(=C/C(=O)OCC)\C (ethyl 3-α-carboxybenzylaminocrotonate potassium salt), CN1CCOCC1 (4-methylmorpholine), ClC(=O)OCC (ethyl chloroformate). Solvent: mixture, C(C)#N.O (acetonitrile water), C(C)N(CC)CC (triethylamine), C(C)#N (acetonitrile), CN(C=O)C (dimethylformamide), O (water). Conditions: temperature -40 celsius, time 1 hour. Product: C=1C=CC(=CC1)[C@H](C(=O)N[C@H]2[C@@H]3N(C2=O)C(=C(CS3)Cl)C(=O)O)N (cefaclor). The yield is 77.3%. As a reaction SMILES: [K].[C:2]([CH:5]([NH:12]/C(/C)=C\C(OCC)=O)[C:6]1[CH:11]=[CH:10][CH:9]=[CH:8][CH:7]=1)([OH:4])=O.CN1CCOCC1.ClC(OCC)=O.[NH2:34][CH:35]1[C:46](=[O:47])[N:37]2[C:38]([C:43]([OH:45])=[O:44])=[C:39]([Cl:42])[CH2:40][S:41][C@H:36]12>O.C(#N)C.O.C(N(CC)CC)C.C(#N)C.CN(C)C=O>[CH:9]1[CH:10]=[CH:11][C:6]([C@@H:5]([NH2:12])[C:2]([NH:34][C@@H:35]2[C:46](=[O:47])[N:37]3[C:38]([C:43]([OH:45])=[O:44])=[C:39]([Cl:42])[CH2:40][S:41][C@H:36]23)=[O:4])=[CH:7][CH:8]=1 |f:0.1,6.7,^1:0|. Reported procedure: To a mixture of 162 g of ethyl 3-α-carboxybenzylaminocrotonate potassium salt, 450 ml of dimethylformamide and 900 ml of acetonitrile, cooled to -40° C., 1.5 ml of 4-methylmorpholine and 54 ml of ethyl chloroformate are added. The mixture is stirred one hour at -40° C., then a previously cooled solution of triethylamine salt of 7-amino-3-chloro-3-cephem-4-carboxylic acid (corresponding to 99 g of free acid) in 900 ml of a mixture acetonitrile/water 1/1 (v/v) is added thereinto. The solution is k... Reaction SMILES: [H-].[H-].[H-].[H-].[Li+].[Al+3].[CH2:7]([O:14][C:15]1[CH:36]=[CH:35][C:18]([O:19][C@@H:20]2[C:28]3[C:23](=[CH:24][CH:25]=[CH:26][CH:27]=3)[CH2:22][C@H:21]2[NH:29][C:30](OCC)=O)=[CH:17][CH:16]=1)[C:8]1[CH:13]=[CH:12][CH:11]=[CH:10][CH:9]=1.O1CCCC1.C(O)C.C(Cl)(Cl)[Cl:46]>>[ClH:46].[CH2:7]([O:14][C:15]1[CH:36]=[CH:35][C:18]([O:19][C@@H:20]2[C:28]3[C:23](=[CH:24][CH:25]=[CH:26][CH:27]=3)[CH2:22][C@H:21]2[NH:29][CH3:30])=[CH:17][CH:16]=1)[C:8]1[CH:9]=[CH:10][CH:11]=[CH:12][CH:13]=1 |f:0.1.2.3.4.5,10.11|. The reactants are C(Cl)(Cl)Cl (chloroform), C(C)O (ethanol), [H-].[H-].[H-].[H-].[Li+].[Al+3] (LiAlH4), C(C1=CC=CC=C1)OC1=CC=C(O[C@H]2[C@@H](CC3=CC=CC=C23)NC(=O)OCC)C=C1 (trans-1-(4-benzyloxyphenoxy)-2-ethoxycarbonylaminoindane), O1CCCC1 (tetrahydrofuran). Procedure: The title compound was prepared in a similar manner to Example 12 from LiAlH4 (190 mg, 5 mmol), trans-1-(4-benzyloxyphenoxy)-2-ethoxycarbonylaminoindane (750 mg, 1.7 mmol) and tetrahydrofuran (50 ml). After a reaction time of 18 h at room temperature and a further hour at reflux, the reaction was worked up as previously described and subjected to column chromatography on silica gel eluting with 2% ethanol in chloroform to afford a pale yellow oil (290 mg) which was converted to the HCl salt and ... Product: Cl.C(C1=CC=CC=C1)OC1=CC=C(O[C@H]2[C@@H](CC3=CC=CC=C23)NC)C=C1 ((±)trans-1-(4-Benzyloxyphenoxy)-2-methylaminoindane Hydrochloride), oil.